This data is from the Open Reaction Database (ORD), a public repository of structured organic reaction records. The task is: describe an organic reaction: reactants, conditions, products, and yield Starting materials: BrC=1C=CC(=C2C(N(CC12)C)=O)NC1=NC(=NC=C1C(F)(F)F)NC1=C(C=C(CP(OCC)(OCC)=O)C=C1)OC (diethyl [4-({4-[(7-bromo-2-methyl-3-oxo-2,3-dihydro-1H-isoindol-4-yl)amino]-5-(trifluoromethyl)pyrimidin-2-yl}amino)-3-methoxybenzyl]phosphonate), CN1CCNCC1 (1-methylpiperazine), C(=O)([O-])[O-].[Cs+].[Cs+] (Cs2CO3). The reagents and catalysts are C=1C=CC(=CC1)/C=C/C(=O)/C=C/C2=CC=CC=C2.C=1C=CC(=CC1)/C=C/C(=O)/C=C/C2=CC=CC=C2.[Pd] (bis(dibenzylideneacetone)palladium(0)). Run in O1CCOCC1 (1,4-dioxane). Run at temperature 100 celsius, time 8 hour. The product is COC=1C=C(CP(OCC)(O)=O)C=CC1NC1=NC=C(C(=N1)NC1=C2C(N(CC2=C(C=C1)N1CCN(CC1)C)C)=O)C(F)(F)F (Ethyl hydrogen (3-methoxy-4-{[4-{[2-methyl-7-(4-methylpiperazin-1-yl)-3-oxo-2,3-dihydro-1H-isoindol-4-yl]amino}-5-(trifluoromethyl)pyrimidin-2-yl]amino}benzyl)phosphonate). The yield is 1.2%. Reaction SMILES: Br[C:2]1[CH:3]=[CH:4][C:5]([NH:13][C:14]2[C:19]([C:20]([F:23])([F:22])[F:21])=[CH:18][N:17]=[C:16]([NH:24][C:25]3[CH:39]=[CH:38][C:28]([CH2:29][P:30](=[O:37])([O:34][CH2:35][CH3:36])[O:31]CC)=[CH:27][C:26]=3[O:40][CH3:41])[N:15]=2)=[C:6]2[C:10]=1[CH2:9][N:8]([CH3:11])[C:7]2=[O:12].[CH3:42][N:43]1[CH2:48][CH2:47][NH:46][CH2:45][CH2:44]1.C([O-])([O-])=O.[Cs+].[Cs+]>O1CCOCC1.C1C=CC(/C=C/C(/C=C/C2C=CC=CC=2)=O)=CC=1.C1C=CC(/C=C/C(/C=C/C2C=CC=CC=2)=O)=CC=1.[Pd]>[CH3:41][O:40][C:26]1[CH:27]=[C:28]([CH:38]=[CH:39][C:25]=1[NH:24][C:16]1[N:15]=[C:14]([NH:13][C:5]2[CH:4]=[CH:3][C:2]([N:46]3[CH2:47][CH2:48][N:43]([CH3:42])[CH2:44][CH2:45]3)=[C:10]3[C:6]=2[C:7](=[O:12])[N:8]([CH3:11])[CH2:9]3)[C:19]([C:20]([F:21])([F:23])[F:22])=[CH:18][N:17]=1)[CH2:29][P:30](=[O:37])([OH:31])[O:34][CH2:35][CH3:36] |f:2.3.4,6.7.8|. Reported procedure: A mixture of diethyl [4-({4-[(7-bromo-2-methyl-3-oxo-2,3-dihydro-1H-isoindol-4-yl)amino]-5-(trifluoromethyl)pyrimidin-2-yl}amino)-3-methoxybenzyl]phosphonate (200.0 mg, 0.3038 mmol), 1-methylpiperazine (202 uL, 1.82 mmol), bis(dibenzylideneacetone)palladium(0) (34.9 mg, 0.0608 mmol), Cs2CO3 (297 mg, 0.911 mmol) in 1,4-dioxane (20 mL) was evacuated and purged with nitrogen three times and allowed to stir at 100° C. overnight. The reaction mixture was passed through a Thiol-SPE cartridge to remove...